From a dataset of the Open Reaction Database (ORD), a public repository of structured organic reaction records. describe an organic reaction: reactants, conditions, products, and yield Starting materials: N1(CCNCC1)C=1C2=C(N=C(N1)N)SC(=N2)C=2C=NC=CC2 (7-(piperazin-1-yl)-2-(pyridin-3-yl)thiazolo[5,4-d]pyrimidin-5-amine), C1(=CC(=CC=C1)OCC(=O)O)C (3-tolyloxyacetic acid). Yields the product NC=1N=C(C2=C(N1)SC(=N2)C=2C=NC=CC2)N2CCN(CC2)C(COC=2C=C(C=CC2)C)=O (1-(4-(5-amino-2-(pyridin-3-yl)thiazolo[5,4-d]pyrimidin-7-yl)piperazin-1-yl)-2-(m-tolyloxy)ethanone). The yield is 45.0%. RXN SMILES: [N:1]1([C:7]2[C:8]3[N:16]=[C:15]([C:17]4[CH:18]=[N:19][CH:20]=[CH:21][CH:22]=4)[S:14][C:9]=3[N:10]=[C:11]([NH2:13])[N:12]=2)[CH2:6][CH2:5][NH:4][CH2:3][CH2:2]1.[C:23]1([CH3:34])[CH:28]=[CH:27][CH:26]=[C:25]([O:29][CH2:30][C:31](O)=[O:32])[CH:24]=1>>[NH2:13][C:11]1[N:12]=[C:7]([N:1]2[CH2:6][CH2:5][N:4]([C:31](=[O:32])[CH2:30][O:29][C:25]3[CH:24]=[C:23]([CH3:34])[CH:28]=[CH:27][CH:26]=3)[CH2:3][CH2:2]2)[C:8]2[N:16]=[C:15]([C:17]3[CH:18]=[N:19][CH:20]=[CH:21][CH:22]=3)[S:14][C:9]=2[N:10]=1. Reported procedure: This compound was prepared from 7-(piperazin-1-yl)-2-(pyridin-3-yl)thiazolo[5,4-d]pyrimidin-5-amine using 3-tolyloxyacetic acid in a yield of 45%, according to the procedure for the synthesis of example 50. The reactants are O=C1CCC(=O)N1Br, COC(=O)Nc1ccc2[nH]cc(CCNC(C)=O)c2c1, CC(=O)O, CO, ClC(Cl)Cl, [Na+], [OH-]. Yields the product COC(=O)Nc1ccc2[nH]c(Br)c(CCNC(C)=O)c2c1. Reaction SMILES: [Br:21][N:22]1[C:23](=[O:24])[CH2:25][CH2:26][C:27]1=[O:28].[CH3:1][O:2][C:3](=[O:4])[NH:5][c:6]1[cH:7][cH:8][c:9]2[nH:10][cH:11][c:12]([CH2:13][CH2:14][NH:15][C:16]([CH3:17])=[O:18])[c:19]2[cH:20]1.[CH3:31][C:32](=[O:33])[OH:34].[CH3:39][OH:40].[CH:35]([Cl:36])([Cl:37])[Cl:38].[Na+:30].[OH-:29]>>[CH3:1][O:2][C:3](=[O:4])[NH:5][c:6]1[cH:7][cH:8][c:9]2[nH:10][c:11]([Br:21])[c:12]([CH2:13][CH2:14][NH:15][C:16]([CH3:17])=[O:18])[c:19]2[cH:20]1. The reactants are Cc1oc(-c2ccc(C(F)(F)F)cc2)nc1CCOc1ccc(CC(N)C(=O)O)cc1, CCC(=O)CC(=O)c1ccccc1. Product: CCC(=CC(=O)c1ccccc1)NC(Cc1ccc(OCCc2nc(-c3ccc(C(F)(F)F)cc3)oc2C)cc1)C(=O)O. Reaction SMILES: [NH2:1][CH:2]([C:3](=[O:4])[OH:5])[CH2:6][c:7]1[cH:8][cH:9][c:10]([O:13][CH2:14][CH2:15][c:16]2[n:17][c:18](-[c:22]3[cH:23][cH:24][c:25]([C:28]([F:29])([F:30])[F:31])[cH:26][cH:27]3)[o:19][c:20]2[CH3:21])[cH:11][cH:12]1.[c:32]1([C:38]([CH2:39][C:40]([CH2:41][CH3:42])=[O:43])=[O:44])[cH:33][cH:34][cH:35][cH:36][cH:37]1>>[NH:1]([CH:2]([C:3](=[O:4])[OH:5])[CH2:6][c:7]1[cH:8][cH:9][c:10]([O:13][CH2:14][CH2:15][c:16]2[n:17][c:18](-[c:22]3[cH:23][cH:24][c:25]([C:28]([F:29])([F:30])[F:31])[cH:26][cH:27]3)[o:19][c:20]2[CH3:21])[cH:11][cH:12]1)[C:40](=[CH:39][C:38]([c:32]1[cH:33][cH:34][cH:35][cH:36][cH:37]1)=[O:44])[CH2:41][CH3:42]. Starting materials: CC1=C(SC(=C1)N1C(N(CC1)CCOC1=CC=CC=C1)=O)C(=O)O (3-methyl-5-(2-oxo-3-(2-phenoxyethyl)imidazolidin-1-yl)thiophene-2-carboxylic acid), FC1=CC=C(CN2C(N(CC2)C2=CC(=C(S2)C(=O)O)C)=O)C=C1 (5-(3-(4-fluorobenzyl)-2-oxoimidazolidin-1-yl)-3-methylthiophene-2-carboxylic acid), Cl.Cl.N1C(=NC2=C1C=CC=C2)CN ((1H-benzo[d]imidazol-2-yl)methanamine dihydrochloride). The product is N1C(=NC2=C1C=CC=C2)CNC(=O)C=2SC(=CC2C)N2C(N(CC2)CC2=CC=C(C=C2)F)=O (N-((1H-benzo[d]imidazol-2-yl)methyl)-5-(3-(4-fluorobenzyl)-2-oxoimidazolidin-1-yl)-3-methylthiophene-2-carboxamide). Yield: 80.0%. As a reaction SMILES: CC1C=C(N2CCN(CCOC3C=CC=CC=3)C2=O)SC=1C(O)=O.[F:25][C:26]1[CH:47]=[CH:46][C:29]([CH2:30][N:31]2[CH2:35][CH2:34][N:33]([C:36]3[S:40][C:39]([C:41](O)=[O:42])=[C:38]([CH3:44])[CH:37]=3)[C:32]2=[O:45])=[CH:28][CH:27]=1.Cl.Cl.[NH:50]1[C:54]2[CH:55]=[CH:56][CH:57]=[CH:58][C:53]=2[N:52]=[C:51]1[CH2:59][NH2:60]>>[NH:50]1[C:54]2[CH:55]=[CH:56][CH:57]=[CH:58][C:53]=2[N:52]=[C:51]1[CH2:59][NH:60][C:41]([C:39]1[S:40][C:36]([N:33]2[CH2:34][CH2:35][N:31]([CH2:30][C:29]3[CH:28]=[CH:27][C:26]([F:25])=[CH:47][CH:46]=3)[C:32]2=[O:45])=[CH:37][C:38]=1[CH3:44])=[O:42] |f:2.3.4|. Procedure: Following the procedures as described in Example 55, making variations as required to replace 3-methyl-5-(2-oxo-3-(2-phenoxyethyl)imidazolidin-1-yl)thiophene-2-carboxylic acid with 5-(3-(4-fluorobenzyl)-2-oxoimidazolidin-1-yl)-3-methylthiophene-2-carboxylic acid to react with (1H-benzo[d]imidazol-2-yl)methanamine dihydrochloride, the title compound was obtained as a colorless solid in 80% yield: mp 265-267° C.: 1H NMR (300 MHz, DMSO-d6) δ 12.19 (br s, 1H), 8.23 (t, J=5.5 Hz, 1H), 7.54-7.46 (m, 2... The reactants are [BH4-], CC(=O)c1ccc(C(=O)NCCC(=O)OC(C)(C)C)cc1, CO, [Na+]. Product: CC(O)c1ccc(C(=O)NCCC(=O)OC(C)(C)C)cc1. As a reaction SMILES: [BH4-:1].[C:3]([CH3:4])(=[O:5])[c:6]1[cH:7][cH:8][c:9]([C:10](=[O:11])[NH:12][CH2:13][CH2:14][C:15](=[O:16])[O:17][C:18]([CH3:19])([CH3:20])[CH3:21])[cH:22][cH:23]1.[CH3:24][OH:25].[Na+:2]>>[CH:3]([CH3:4])([OH:5])[c:6]1[cH:7][cH:8][c:9]([C:10](=[O:11])[NH:12][CH2:13][CH2:14][C:15](=[O:16])[O:17][C:18]([CH3:19])([CH3:20])[CH3:21])[cH:22][cH:23]1. Reactants: OC(CN1C(C2=CC=CC=C2C1=O)=O)COCC1=CC(=CC=C1)CN1CCCCC1 (2-[2-hydroxy-3-[3-(1-piperidylmethyl)-benzyloxy]propyl]-1H-isoindole-1,3-dione), O.NN (hydrazine hydrate). Run in C(C)O (ethanol). Product: OC(CN)COCC1=CC(=CC=C1)CN1CCCCC1 (2-Hydroxy-3-[3-(1-piperidylmethyl)-benzyloxy]propylamine). Isolated yield 75.9%. Reaction SMILES: [OH:1][CH:2]([CH2:15][O:16][CH2:17][C:18]1[CH:23]=[CH:22][CH:21]=[C:20]([CH2:24][N:25]2[CH2:30][CH2:29][CH2:28][CH2:27][CH2:26]2)[CH:19]=1)[CH2:3][N:4]1C(=O)C2C(=CC=CC=2)C1=O.O.NN>C(O)C>[OH:1][CH:2]([CH2:15][O:16][CH2:17][C:18]1[CH:23]=[CH:22][CH:21]=[C:20]([CH2:24][N:25]2[CH2:30][CH2:29][CH2:28][CH2:27][CH2:26]2)[CH:19]=1)[CH2:3][NH2:4] |f:1.2|. Reported procedure: 8.60 g (0.021 mol) of 2-[2-hydroxy-3-[3-(1-piperidylmethyl)-benzyloxy]propyl]-1H-isoindole-1,3-dione and 3.3 ml of hydrazine hydrate (80%) are boiled in 80 ml of ethanol for 3 hours. The residdue left after concentration of the mixture by evaporation is taken up in 50 ml of water; 8 ml of conc. hydrochloric acid are added and the reaction mixture is filtered. The filtrate is adjusted to pH 12 with conc. sodium hydroxide solution and extracted with 3×40 ml methylene chloride. The organic phase is... Starting materials: Cc1ccccc1, C=CCOC(=O)c1cccc(C)c1O, O=C=NS(=O)(=O)Cl. The product is C=CCOC(=O)c1cccc(C)c1OS(=O)(=O)N=C=O. As a reaction SMILES: [CH3:22][c:23]1[cH:24][cH:25][cH:26][cH:27][cH:28]1.[CH3:8][c:9]1[c:10]([OH:21])[c:11]([C:12](=[O:13])[O:14][CH2:15][CH:16]=[CH2:17])[cH:18][cH:19][cH:20]1.[Cl:1][S:2](=[O:3])(=[O:4])[N:5]=[C:6]=[O:7]>>[S:2](=[O:3])(=[O:4])([N:5]=[C:6]=[O:7])[O:21][c:10]1[c:9]([CH3:8])[cH:20][cH:19][cH:18][c:11]1[C:12](=[O:13])[O:14][CH2:15][CH:16]=[CH2:17].